From a dataset of the Open Reaction Database (ORD), a public repository of structured organic reaction records. describe an organic reaction: reactants, conditions, products, and yield Starting materials: O (water), BrCC=1C=C(C(=CC1)C)C(=O)Cl (4-bromomethyltoluoyl chloride), [H-].C(C)(C)(C)O[Al](OC(C)(C)C)OC(C)(C)C.[Li+] (lithium tri-t-butoxyaluminium hydride). Run in O1CCCC1 (tetrahydrofuran), O1CCCC1 (tetrahydrofuran). Run at time 2 hour. Product: BrCC1=CC=C(C=O)C=C1 (4-bromomethylbenzaldehyde). Yield: 43.9%. RXN SMILES: [Br:1][CH2:2][C:3]1[CH:4]=[C:5](C(Cl)=O)[C:6]([CH3:9])=[CH:7][CH:8]=1.[H-].C([O:18][Al](OC(C)(C)C)OC(C)(C)C)(C)(C)C.[Li+].O>O1CCCC1>[Br:1][CH2:2][C:3]1[CH:8]=[CH:7][C:6]([CH:9]=[O:18])=[CH:5][CH:4]=1 |f:1.2.3|. Procedure: A solution of the 4-bromomethyltoluoyl chloride (3.48 g. 15 mmol) in dry tetrahydrofuran (15 ml) was added dropwise to a solution of lithium tri-t-butoxyaluminium hydride (3.81 g, 15 mmol) in dry tetrahydrofuran (50 ml) at -70° C., stirred for 2 h, allowed to warm to room temperature and stirred for a further 1 h. The reaction was poured into water, filtered, extracted with ethyl acetate, dried (magnesium sulphate), and evaporated in vacuo to yield 4-bromomethylbenzaldehyde (1.31 g, 44%). Run at temperature 50 celsius, time 5 minute. Reported procedure: To concentrated hydrochloric acid (30 mL) was added 4-chloro-3-nitroaniline (5.18 g) under ice-cooling, and the mixture was stirred at the same temperature for 5 minutes. To the mixture was added a solution of sodium nitrite (3.1 g) in water (30 mL). The mixture was heated to 50° C. To the mixture was added a solution of potassium O-ethyl dithiocarbonate (14.4 g) in water (60 mL), and the mixture was stirred at 50° C. for 1 hour. The reaction mixture was cooled to room temperature, and the mixtu... Yields the product C(SC1=CC(=C(C=C1)Cl)[N+](=O)[O-])(OCC)=S (O-ethyl S-(4-chloro-3-nitrophenyl) dithiocarbonate). The solvent is O (water), O (water). RXN SMILES: Cl.[Cl:2][C:3]1[CH:9]=[CH:8][C:6](N)=[CH:5][C:4]=1[N+:10]([O-:12])=[O:11].N([O-])=O.[Na+].[C:17](=[S:22])([O:19][CH2:20][CH3:21])[S-:18].[K+]>O>[C:17](=[S:18])([O:19][CH2:20][CH3:21])[S:22][C:6]1[CH:8]=[CH:9][C:3]([Cl:2])=[C:4]([N+:10]([O-:12])=[O:11])[CH:5]=1 |f:2.3,4.5|. Starting materials: C([S-])(OCC)=S.[K+] (potassium O-ethyl dithiocarbonate), Cl (hydrochloric acid), ClC1=C(C=C(N)C=C1)[N+](=O)[O-] (4-chloro-3-nitroaniline), N(=O)[O-].[Na+] (sodium nitrite). Yield: 35.5%. Reactants: O=C([O-])[O-], CC(C)=O, Cc1ccccc1, ClCC1CO1, [K+], [K+], Oc1ccccc1. The product is c1ccc(OCC2CO2)cc1. As a reaction SMILES: [C:8](=[O:9])([O-:10])[O-:11].[CH3:19][C:20](=[O:21])[CH3:22].[CH3:23][c:24]1[cH:25][cH:26][cH:27][cH:28][cH:29]1.[Cl:14][CH2:15][CH:16]1[CH2:17][O:18]1.[K+:12].[K+:13].[OH:1][c:2]1[cH:3][cH:4][cH:5][cH:6][cH:7]1>>[O:1]([c:2]1[cH:3][cH:4][cH:5][cH:6][cH:7]1)[CH2:15][CH:16]1[CH2:17][O:18]1. Starting materials: OCC=1N=NN(C1)CCCN1C(C2=CC=CC=C2C1=O)=O (2-(3-(4-(hydroxymethyl)-1H-1,2,3-triazol-1-yl)propyl)-isoindoline-1,3-dione). The reagents and catalysts are [O-2].[O-2].[Mn+4] (manganese dioxide). Solvent: ClCCl (dichloromethane). Run at time 2 hour. Product: O=C1N(C(C2=CC=CC=C12)=O)CCCN1N=NC(=C1)C=O (1-(3-(1,3-dioxoisoindolin-2-yl)propyl)-1H-1,2,3-triazole-4-carbaldehyde). The yield is 31.4%. As a reaction SMILES: [OH:1][CH2:2][C:3]1[N:4]=[N:5][N:6]([CH2:8][CH2:9][CH2:10][N:11]2[C:19](=[O:20])[C:18]3[C:13](=[CH:14][CH:15]=[CH:16][CH:17]=3)[C:12]2=[O:21])[CH:7]=1>ClCCl.[O-2].[O-2].[Mn+4]>[O:20]=[C:19]1[C:18]2[C:13](=[CH:14][CH:15]=[CH:16][CH:17]=2)[C:12](=[O:21])[N:11]1[CH2:10][CH2:9][CH2:8][N:6]1[CH:7]=[C:3]([CH:2]=[O:1])[N:4]=[N:5]1 |f:2.3.4|. Reported procedure: A solution of the regioisomers 21 (0.77 g, 2.69 mmol) in dichloromethane (10 mL) was treated with manganese dioxide (0.94 g, 10.77 mmol). The resulting mixture was stirred at room temperature for 2 h. The reaction mixture was filtered through Celite and concentrated. The crude product was purified by silica gel chromatography (0-5% methanol/CH2Cl2) to afford 0.24 g (31% yield) of 22 as a single regioisomer: 1H NMR (400 MHz, CDCl3) δ 10.08 (s, 1H), 8.34 (s, 1H), 7.85-7.65 (m, 4H), 4.45 (t, J=12.0... The reactants are COC1=CC=C(C=C1)CC(=O)O (2-(4-methoxyphenyl)acetic acid), CC=1N=CN(C1)C=1SC=CC1N (2-(4-methyl-1H-imidazol-1-yl)thiophen-3-amine). Yields the product COC1=CC=C(C=C1)CC(=O)NC1=C(SC=C1)N1C=NC(=C1)C (2-(4-methoxyphenyl)-N-(2-(4-methyl-1H-imidazol-1-yl)thiophen-3-yl)acetamide). The yield is 6.0%. As a reaction SMILES: [CH3:1][O:2][C:3]1[CH:8]=[CH:7][C:6]([CH2:9][C:10]([OH:12])=O)=[CH:5][CH:4]=1.[CH3:13][C:14]1[N:15]=[CH:16][N:17]([C:19]2[S:20][CH:21]=[CH:22][C:23]=2[NH2:24])[CH:18]=1>>[CH3:1][O:2][C:3]1[CH:4]=[CH:5][C:6]([CH2:9][C:10]([NH:24][C:23]2[CH:22]=[CH:21][S:20][C:19]=2[N:17]2[CH:18]=[C:14]([CH3:13])[N:15]=[CH:16]2)=[O:12])=[CH:7][CH:8]=1. Procedure: 2-(4-methoxyphenyl)-N-(2-(4-methyl-1H-imidazol-1-yl)thiophen-3-yl)acetamide was prepared from 2-(4-methoxyphenyl)acetic acid and 2-(4-methyl-1H-imidazol-1-yl)thiophen-3-amine according to the procedure described in Example 9.7.3., above. Purification by flash column chromatography afforded the final product (silica, 75:25 ethyl acetate/hexane) (77 mg, 6%). Method [7] m/z 328.0 (M+H); retention time=1.001. 1H-NMR (CDCl3) δ 8.00 (broad s, 1H), 7.77 (d, J=6.4 Hz, 1H), 7.16 (s, 1H), 7.13 (d, J=8.7 H... Starting materials: FC1=CC=C(C=C1)[N+](=O)[O-] (1-fluoro-4-nitrobenzene), C([O-])([O-])=O.[K+].[K+] (potassium carbonate), O (H2O), OC1=CC2=C(OC3=C2C=CC=C3)C=C1 (2-hydroxydibenzofuran). Run in CN(C)C=O (DMF). Run at temperature 80 celsius. Yields the product C1=C(C=CC=2OC3=C(C21)C=CC=C3)OC3=CC=C(C=C3)[N+](=O)[O-] (4-(dibenzofuran-2-yloxy)-1-nitrobenzene). As a reaction SMILES: F[C:2]1[CH:7]=[CH:6][C:5]([N+:8]([O-:10])=[O:9])=[CH:4][CH:3]=1.C(=O)([O-])[O-].[K+].[K+].[OH:17][C:18]1[CH:30]=[CH:29][C:21]2[O:22][C:23]3[CH:28]=[CH:27][CH:26]=[CH:25][C:24]=3[C:20]=2[CH:19]=1.O>CN(C=O)C>[CH:19]1[C:20]2[C:24]3[CH:25]=[CH:26][CH:27]=[CH:28][C:23]=3[O:22][C:21]=2[CH:29]=[CH:30][C:18]=1[O:17][C:2]1[CH:7]=[CH:6][C:5]([N+:8]([O-:10])=[O:9])=[CH:4][CH:3]=1 |f:1.2.3|. Procedure: To a stirred solution of 1-fluoro-4-nitrobenzene (10 mmol) in DMF (20 mL) at rt, solid potassium carbonate (30 mmol) was added followed by addition of 2-hydroxydibenzofuran (10 mmol) to the reaction mixture and heating to 80° C. until the reaction was complete as indicated by TLC or HPLC. After cooling to rt, the reaction mixture was poured into H2O (100 mL), extracted with EtOAc (2×50 mL), washed with H2O (2×50 mL) and brine (50 mL), and dried over sodium sulfate. The solvent was removed in vac... Reactants: CCOC(=O)C(=O)OCC, COCCOC, CC(=O)CC(=O)c1ccc(Cl)cc1, Cl, [H-], [Na+]. Yields the product CCOC(=O)C(=O)CC(=O)CC(=O)c1ccc(Cl)cc1. RXN SMILES: [C:14]([C:15](=[O:16])[O:17][CH2:18][CH3:19])(=[O:20])[O:21][CH2:22][CH3:23].[CH3:27][O:28][CH2:29][CH2:30][O:31][CH3:32].[Cl:1][c:2]1[cH:3][cH:4][c:5]([C:8]([CH2:9][C:10]([CH3:11])=[O:12])=[O:13])[cH:6][cH:7]1.[ClH:26].[H-:24].[Na+:25]>>[Cl:1][c:2]1[cH:3][cH:4][c:5]([C:8]([CH2:9][C:10]([CH2:11][C:14]([C:15](=[O:16])[O:17][CH2:18][CH3:19])=[O:20])=[O:12])=[O:13])[cH:6][cH:7]1. Starting materials: CCCP(=O)=O (Propylphosphonic anhydride), CCN(C(C)C)C(C)C (DIPEA), FC(C=1C=C(C=C(C1)C(F)(F)F)C=1NC(=NN1)\C=C/C(=O)O)(F)F ((Z)-3-(5-(3,5-bis(trifluoromethyl)phenyl)-4H-1,2,4-triazol-3-yl)acrylic acid), Cl.FC1(CNC1)F (3,3-difluoroazetidine hydrochloride). Run in CO (Methanol), ClCCl (dichloromethane), ClCCl (dichloromethane). Yields the product FC(C=1C=C(C=C(C1)C(F)(F)F)C1=CC=CC(=N1)/C=C/C(=O)N1CC(C1)(F)F)(F)F ((E)-3-(6-(3,5-bis(trifluoromethyl)phenyl)pyridin-2-yl)-1-(3,3-difluoroazetidin-1-yl)prop-2-en-1-one). Yield: 104.2%. As a reaction SMILES: [F:1][C:2]([F:24])([F:23])[C:3]1[CH:4]=[C:5]([C:13]2[NH:14][C:15](/[CH:18]=[CH:19]\[C:20]([OH:22])=O)=NN=2)[CH:6]=[C:7]([C:9]([F:12])([F:11])[F:10])[CH:8]=1.Cl.[F:26][C:27]1([F:31])[CH2:30][NH:29][CH2:28]1.[CH3:32][CH2:33][CH2:34]P(=O)=O.CCN(C(C)C)C(C)C>ClCCl.CO>[F:10][C:9]([F:11])([F:12])[C:7]1[CH:6]=[C:5]([C:13]2[N:14]=[C:15](/[CH:18]=[CH:19]/[C:20]([N:29]3[CH2:30][C:27]([F:31])([F:26])[CH2:28]3)=[O:22])[CH:34]=[CH:33][CH:32]=2)[CH:4]=[C:3]([C:2]([F:1])([F:23])[F:24])[CH:8]=1 |f:1.2|. Reported procedure: In a 50-mL round-bottomed flask Intermediate 2 (0.4 g, 1.1 mmol) and 3,3-difluoroazetidine hydrochloride (0.17 g, 1.3 mmol) was dissolved in dichloromethane (20 mL). Propylphosphonic anhydride (0.42 g, 1.3 mmol), DIPEA (0.28 g, 2.2 mmol) was added at room temperature and stirred reaction mixture for 30 min. The progress of the reaction was followed by TLC analysis on silica gel with 0.5% Methanol:dichloromethane as mobile phase and visualization with U.V light, reaction mixture was quenched into...